From a dataset of the Open Reaction Database (ORD), a public repository of structured organic reaction records. describe an organic reaction: reactants, conditions, products, and yield Reactants: ClC1=CC=C2CC(NC2=C1)=O (6-chlorooxindole), ClC=1C=CC(=C(C=O)C1)OC1=CC=C(C=C1)OC (5-chloro-2-(4-methoxy-phenoxy)-benzaldehyde), N1CCCC1 (pyrrolidine). Solvent: CO (methanol). Reaction conditions: temperature 70 celsius. Yields the product ClC1=CC=C2/C(/C(NC2=C1)=O)=C/C1=C(C=CC(=C1)Cl)OC1=CC=C(C=C1)OC (Z-6-chloro-3-[5-chloro-2-(4-methoxy-phenoxy)-benzylidene]-1,3-dihydro-indol-2-one). The yield is 75.6%. Reaction SMILES: [Cl:1][C:2]1[CH:10]=[C:9]2[C:5]([CH2:6][C:7](=[O:11])[NH:8]2)=[CH:4][CH:3]=1.[Cl:12][C:13]1[CH:14]=[CH:15][C:16]([O:21][C:22]2[CH:27]=[CH:26][C:25]([O:28][CH3:29])=[CH:24][CH:23]=2)=[C:17]([CH:20]=1)[CH:18]=O.N1CCCC1>CO>[Cl:1][C:2]1[CH:10]=[C:9]2[C:5](/[C:6](=[CH:18]/[C:17]3[CH:20]=[C:13]([Cl:12])[CH:14]=[CH:15][C:16]=3[O:21][C:22]3[CH:27]=[CH:26][C:25]([O:28][CH3:29])=[CH:24][CH:23]=3)/[C:7](=[O:11])[NH:8]2)=[CH:4][CH:3]=1. Reported procedure: To the mixture of 6-chlorooxindole (8.3 g, 49.7 mmol) and 5-chloro-2-(4-methoxy-phenoxy)-benzaldehyde (13 g, 49.7 mmol) in methanol (100 mL) was added pyrrolidine (4.1 mL, 49.5 mmol) dropwise. The mixture was then heated at 70° C. for 3 h. After cooled to room temperature, the mixture was filtered and the precipitate was collected, dried to give the title compound as a yellow solid (15.5 g). Starting materials: Cl.Cl.OCCNC(C1=NC=CC=C1OC[C@@H]1NCCC1)=O ((R)—N-(2-hydroxyethyl)-3-(pyrolidin-2-ylmethoxy)picolinamide dihydrochloride), FC([C@@H]1CC[C@H](CC1)C(=O)O)(F)F (trans-4-(trifluoromethyl)cyclohexanecarboxylic acid), COC=1C=C(C(=NC1)C(=O)O)OC[C@@H]1N(CCC1)C(=O)[C@@H]1CC[C@H](CC1)C(F)(F)F (5-methoxy-3-(((R)-1-(trans-4-(trifluoromethyl)cyclohexanecarbonyl)pyrrolidin-2-yl)methoxy)picolinic acid). Product: OCCNC(C1=NC=CC=C1OC[C@@H]1N(CCC1)C(=O)[C@@H]1CC[C@H](CC1)C(F)(F)F)=O (N-(2-hydroxyethyl)-3-(((R)-1-(trans-4-(trifluoromethyl)cyclohexanecarbonyl)pyrrolidin-2-yl)methoxy)picolinamide). Reaction SMILES: Cl.Cl.[OH:3][CH2:4][CH2:5][NH:6][C:7](=[O:21])[C:8]1[C:13]([O:14][CH2:15][C@H:16]2[CH2:20][CH2:19][CH2:18][NH:17]2)=[CH:12][CH:11]=[CH:10][N:9]=1.[F:22][C:23]([F:34])([F:33])[C@H:24]1[CH2:29][CH2:28][C@H:27]([C:30](O)=[O:31])[CH2:26][CH2:25]1.COC1C=C(OC[C@H]2CCCN2C([C@H]2CC[C@H](C(F)(F)F)CC2)=O)C(C(O)=O)=NC=1>>[OH:3][CH2:4][CH2:5][NH:6][C:7](=[O:21])[C:8]1[C:13]([O:14][CH2:15][C@H:16]2[CH2:20][CH2:19][CH2:18][N:17]2[C:30]([C@H:27]2[CH2:26][CH2:25][C@H:24]([C:23]([F:22])([F:33])[F:34])[CH2:29][CH2:28]2)=[O:31])=[CH:12][CH:11]=[CH:10][N:9]=1 |f:0.1.2|. Procedure details: The title compound was prepared according to the procedure described in Step 5 of EXAMPLE 31 using (R)—N-(2-hydroxyethyl)-3-(pyrrolidin-2-ylmethoxy)picolinamide dihydrochloride (EXAMPLE 33 Step 4) and trans-4-(trifluoromethyl)cyclohexanecarboxylic acid instead of ammonium chloride and 5-methoxy-3-(((R)-1-(trans-4-(trifluoromethyl)cyclohexanecarbonyl)pyrrolidin-2-yl)methoxy)picolinic acid.